Dataset: the Open Reaction Database (ORD), a public repository of structured organic reaction records. Task: describe an organic reaction: reactants, conditions, products, and yield Starting materials: C(C)(C)(C)OC(CN(C1CC1)C(C(C)SC(C1=CC=CC=C1)=O)=O)=O (N-(2-benzoylthiopropanoyl)-N-cyclopropylglycine tert-butyl ester), C1CCC(CC1)NC2CCCCC2 (DCHA). The solvent is CCOCC (ether), C1(=CC=CC=C1)OC (anisole), FC(C(=O)O)(F)F (trifluoroacetic acid). Conditions: time 2 hour. The product is C(C1=CC=CC=C1)(=O)SC(C(=O)N(CC(=O)O)C1CC1)C (N-(2-Benzoylthiopropanoyl)-N-cyclopropylglycine). Reaction SMILES: C([O:5][C:6](=[O:25])[CH2:7][N:8]([C:12](=[O:24])[CH:13]([S:15][C:16](=[O:23])[C:17]1[CH:22]=[CH:21][CH:20]=[CH:19][CH:18]=1)[CH3:14])[CH:9]1[CH2:11][CH2:10]1)(C)(C)C.C1CCC(NC2CCCCC2)CC1>C1(OC)C=CC=CC=1.FC(F)(F)C(O)=O.CCOCC>[C:16]([S:15][CH:13]([CH3:14])[C:12]([N:8]([CH:9]1[CH2:11][CH2:10]1)[CH2:7][C:6]([OH:25])=[O:5])=[O:24])(=[O:23])[C:17]1[CH:18]=[CH:19][CH:20]=[CH:21][CH:22]=1. Procedure: Crude N-(2-benzoylthiopropanoyl)-N-cyclopropylglycine tert-butyl ester (17.1 g) was dissolved in a mixture of anisole (25 ml) and trifluoroacetic acid (100 ml). The resulting solution was stirred at room temperature for two hours. Trifluoroacetic acid was removed in vacuo and the residue was distributed between ethyl acetate and saturated sodium bicarbonate. The aqueous bicarbonate phase was separated and washed twice with ethyl acetate and then acidified cautiously to pH 4-6 with concentrated h... The reactants are BrCC=1C=C2C(=NN(C2=CC1)C(=O)OC(C)(C)C)C=1N=NN(C1)C1=CC=C(C=C1)C(=O)OC (tert-butyl 5-(bromomethyl)-3-{1-[4-(methoxycarbonyl)phenyl]-1H-1,2,3-triazol-4-yl}-1H-indazole-1-carboxylate), C(=O)(O)[O-].[Na+] (NaHCO3), [H-].[Na+] (Sodium hydride), N1=CC=C(C=C1)C=1C=CC(NN1)=O (6-pyridin-4-ylpyridazin-3(2H)-one). The solvent is CN(C)C=O (DMF), CN(C)C=O (DMF). Run at time 4 hour. The product is COC(=O)C1=CC=C(C=C1)N1N=NC(=C1)C1=NN(C2=CC=C(C=C12)CN1N=C(C=CC1=O)C1=CC=NC=C1)C(=O)OC(C)(C)C (tert-butyl 3-{1-[4-(methoxycarbonyl)phenyl]-1H-1,2,3-triazol-4-yl}-5-[(6-oxo-3-pyridin-4-ylpyridazin-1(6H)-yl)methyl]-1H-indazole-1-carboxylate). Reaction SMILES: [H-].[Na+].[N:3]1[CH:8]=[CH:7][C:6]([C:9]2[CH:10]=[CH:11][C:12](=[O:15])[NH:13][N:14]=2)=[CH:5][CH:4]=1.Br[CH2:17][C:18]1[CH:19]=[C:20]2[C:24](=[CH:25][CH:26]=1)[N:23]([C:27]([O:29][C:30]([CH3:33])([CH3:32])[CH3:31])=[O:28])[N:22]=[C:21]2[C:34]1[N:35]=[N:36][N:37]([C:39]2[CH:44]=[CH:43][C:42]([C:45]([O:47][CH3:48])=[O:46])=[CH:41][CH:40]=2)[CH:38]=1.C([O-])(O)=O.[Na+]>CN(C=O)C>[CH3:48][O:47][C:45]([C:42]1[CH:43]=[CH:44][C:39]([N:37]2[CH:38]=[C:34]([C:21]3[C:20]4[C:24](=[CH:25][CH:26]=[C:18]([CH2:17][N:13]5[C:12](=[O:15])[CH:11]=[CH:10][C:9]([C:6]6[CH:7]=[CH:8][N:3]=[CH:4][CH:5]=6)=[N:14]5)[CH:19]=4)[N:23]([C:27]([O:29][C:30]([CH3:33])([CH3:32])[CH3:31])=[O:28])[N:22]=3)[N:35]=[N:36]2)=[CH:40][CH:41]=1)=[O:46] |f:0.1,4.5|. Reported procedure: Sodium hydride (106 mg; 2.43 mmol; 7.4 eq.) was added in one portion to a solution of 6-pyridin-4-ylpyridazin-3(2H)-one (176 mg; 1.02 mmol; 3.1 eq.) in DMF (6 mL). After 10 min a solution of tert-butyl 5-(bromomethyl)-3-{1-[4-(methoxycarbonyl)phenyl]-1H-1,2,3-triazol-4-yl}-1H-indazole-1-carboxylate (565 mg; 0.33 mmol; 1.0 eq.) in DMF (6 mL) was added dropwise over 2 min and the reaction solution stirred for 4 h at RT. The reaction mixture was then poured into saturated solution of NaHCO3 and ext... Starting materials: BrCc1ccc(Br)cc1, O=C([O-])[O-], CC#N, [K+], [K+], c1ccc(C2CNCCN2)cc1. RXN SMILES: [Br:1][c:2]1[cH:3][cH:4][c:5]([CH2:6][Br:7])[cH:8][cH:9]1.[C:22](=[O:23])([O-:24])[O-:25].[CH3:28][C:29]#[N:30].[K+:26].[K+:27].[c:10]1([CH:16]2[CH2:17][NH:18][CH2:19][CH2:20][NH:21]2)[cH:11][cH:12][cH:13][cH:14][cH:15]1>>[Br:1][c:2]1[cH:3][cH:4][c:5]([CH2:6][N:18]2[CH2:17][CH:16]([c:10]3[cH:11][cH:12][cH:13][cH:14][cH:15]3)[NH:21][CH2:20][CH2:19]2)[cH:8][cH:9]1. The product is Brc1ccc(CN2CCNC(c3ccccc3)C2)cc1. Reactants: C1CCOC1, [Li]CCCC, CN(c1ccc(C(=O)C(F)(F)F)cc1)S(=O)(=O)c1ccccc1, COCn1ccnc1. Product: COCn1ccnc1C(O)(c1ccc(N(C)S(=O)(=O)c2ccccc2)cc1)C(F)(F)F. As a reaction SMILES: [CH2:37]1[O:38][CH2:39][CH2:40][CH2:41]1.[CH2:9]([Li:10])[CH2:11][CH2:12][CH3:13].[CH3:14][N:15]([S:16](=[O:17])(=[O:18])[c:19]1[cH:20][cH:21][cH:22][cH:23][cH:24]1)[c:25]1[cH:26][cH:27][c:28]([C:31]([C:32]([F:33])([F:34])[F:35])=[O:36])[cH:29][cH:30]1.[CH3:1][O:2][CH2:3][n:4]1[cH:5][n:6][cH:7][cH:8]1>>[CH3:1][O:2][CH2:3][n:4]1[c:5]([C:31]([c:28]2[cH:27][cH:26][c:25]([N:15]([CH3:14])[S:16](=[O:17])(=[O:18])[c:19]3[cH:20][cH:21][cH:22][cH:23][cH:24]3)[cH:30][cH:29]2)([C:32]([F:33])([F:34])[F:35])[OH:36])[n:6][cH:7][cH:8]1. Reactants: COC(C1=CC=C(C=C1)C=O)=O (4-formyl-benzoic acid methyl ester), C(C(C)C)[Mg]Cl (Isobutylmagnesium chloride). Run in O1CCCC1 (tetrahydrofuran). Reaction conditions: temperature 0 celsius, time 1 hour. Product: OC(CC(C)C)C1=CC=C(C(=O)OC)C=C1 ((+/−)-methyl 4-(1-hydroxy-3-methylbutyl)benzoate). Yield: 19.0%. Reaction SMILES: [CH3:1][O:2][C:3](=[O:12])[C:4]1[CH:9]=[CH:8][C:7]([CH:10]=[O:11])=[CH:6][CH:5]=1.[CH2:13]([Mg]Cl)[CH:14]([CH3:16])[CH3:15]>O1CCCC1>[OH:11][CH:10]([C:7]1[CH:8]=[CH:9][C:4]([C:3]([O:2][CH3:1])=[O:12])=[CH:5][CH:6]=1)[CH2:13][CH:14]([CH3:16])[CH3:15]. Procedure: A solution of 4-formyl-benzoic acid methyl ester (1.56 g, 9.50 mmol) in tetrahydrofuran (53 mL) was cooled to 0° C. Isobutylmagnesium chloride (4.75 mL, 2M in THF) was then added dropwise over 15 minutes. The reaction was stirred at 0° C. for 1 hour. The ice bath was removed and the reaction was allowed to warm to room temperature and stir for 1 hour. The reaction was quenched by carefully adding 1N HCl. The reaction was diluted with water and diethylether and the layers were separated. The aque...